Dataset: the Open Reaction Database (ORD), a public repository of structured organic reaction records. Task: describe an organic reaction: reactants, conditions, products, and yield Reactants: C1COC2(C[C@H]([C@@H](CC2)CCCO)C2=C(C=C(C=C2)OCC2=CC=CC=C2)OCC2=CC=CC=C2)O1 (trans-3-(2,4-dibenzyloxyphenyl)-4-(3-hydroxypropyl)cyclohexanone ethylene ketal), Cl (hydrochloric acid). Run in O1CCCC1 (tetrahydrofuran). The product is C(C1=CC=CC=C1)OC1=C(C=CC(=C1)OCC1=CC=CC=C1)[C@@H]1CC(CC[C@H]1CCCO)=O (Trans-3-(2,4-Dibenzyloxyphenyl)-4-(3-hydroxypropyl)cyclohexanone). The yield is 92.0%. As a reaction SMILES: C1O[C:4]2([CH2:9][CH2:8][C@@H:7]([CH2:10][CH2:11][CH2:12][OH:13])[C@H:6]([C:14]3[CH:19]=[CH:18][C:17]([O:20][CH2:21][C:22]4[CH:27]=[CH:26][CH:25]=[CH:24][CH:23]=4)=[CH:16][C:15]=3[O:28][CH2:29][C:30]3[CH:35]=[CH:34][CH:33]=[CH:32][CH:31]=3)[CH2:5]2)[O:3]C1.Cl>O1CCCC1>[CH2:29]([O:28][C:15]1[CH:16]=[C:17]([O:20][CH2:21][C:22]2[CH:23]=[CH:24][CH:25]=[CH:26][CH:27]=2)[CH:18]=[CH:19][C:14]=1[C@H:6]1[C@H:7]([CH2:10][CH2:11][CH2:12][OH:13])[CH2:8][CH2:9][C:4](=[O:3])[CH2:5]1)[C:30]1[CH:31]=[CH:32][CH:33]=[CH:34][CH:35]=1. Reported procedure: A mixture of 5.17 g. (10.6 mmole) of trans-3-(2,4-dibenzyloxyphenyl)-4-(3-hydroxypropyl)cyclohexanone ethylene ketal, 50 ml. 1N hydrochloric acid and 100 ml. tetrahydrofuran was heated at reflux for one hour. The reaction was cooled, partially evaporated on a rotovapor and the residue diluted with 300 ml. saturated sodium chloride-300 ml. ether. The ether extract was washed with 300 ml. saturated sodium bicarbonate, dried over magnesium sulfate and evaporated. The residue was crystallized from d... The reactants are N(=O)[O-].[Na+] (sodium nitrite), O.[Sn](Cl)(Cl)(Cl)Cl (tin chloride monohydrate), BrC1=C(N)C=CC(=C1)C (2-bromo-4-methylaniline). Solvent: O (water), Cl (HCl), Cl (HCl). Conditions: temperature 5 celsius, time 30 minute. Yields the product Cl.BrC1=C(C=CC(=C1)C)NN (2-bromo-4-methylphenylhydrazine hydrochloride). Yield: 81.1%. As a reaction SMILES: [Br:1][C:2]1[CH:8]=[C:7]([CH3:9])[CH:6]=[CH:5][C:3]=1[NH2:4].[N:10]([O-])=O.[Na+].O.[Sn](Cl)(Cl)(Cl)[Cl:16]>Cl.O>[ClH:16].[Br:1][C:2]1[CH:8]=[C:7]([CH3:9])[CH:6]=[CH:5][C:3]=1[NH:4][NH2:10] |f:1.2,3.4,7.8|. Procedure: To a stirred, cooled (-5° C.) solution of 2-bromo-4-methylaniline (50.54 g, 0.272 mol.) in concentrated HCl solution (200 mL) was added sodium nitrite (18.9 g, 0.274 mol.) in water (200 mL) dropwise at such a rate as to maintain temperature below 5° C. After complete addition, the mixture was further stirred at 5° C. for 30 minutes. A solution of tin chloride monohydrate (185.4 g, 0.822 mol.) in concentrated HCl (total volume 400 mL) was added dropwise again maintaining temperature below 5° C. A... The reactants are ClCCCOC=1C=NC=CC1 (3-chloro-1-(3-pyridyloxy)propane), CNC (dimethylamine). Run in CO (methanol). Run at temperature 100 celsius. Product: CN(CCCOC=1C=NC=CC1)C (Dimethyl(3-(3-pyridyloxy)propyl)amine). Yield: 92.9%. Reaction SMILES: Cl[CH2:2][CH2:3][CH2:4][O:5][C:6]1[CH:7]=[N:8][CH:9]=[CH:10][CH:11]=1.[CH3:12][NH:13][CH3:14]>CO>[CH3:12][N:13]([CH3:14])[CH2:2][CH2:3][CH2:4][O:5][C:6]1[CH:7]=[N:8][CH:9]=[CH:10][CH:11]=1. Procedure details: The 3-chloro-1-(3-pyridyloxy)propane (2.00 g, 11.65 mmol) was dissolved in methanol (25 mL) and added to a 40 wt % aqueous solution of dimethylamine (50 mL) in a heavy-walled glass pressure-tube apparatus. The tube was sealed and the mixture was stirred and heated at 100° C. (oil bath temperature) for 4 h. After cooling, the mixture was concentrated by rotary evaporation. Saturated NaCl solution (25 mL) was added to the residue. The pH of the solution was adjusted to 6, and the mixture was extra... Reactants: ClC1=NC=CC(=N1)N(C1=CC2=C(N(C(=N2)NC(C)C2=CC=CC=C2)C)C=C1)C (N5-(2-Chloro-pyrimidin-4-yl)-1,N5-dimethyl-N2-(1-phenyl-ethyl)-1H-benzoimidazole-2,5-diamine), NC=1C=CC(=C(C1)S(=O)(=O)N)C (5-amino-2-methyl-benzenesulfonamide). Product: Cl.CC1=C(C=C(C=C1)NC1=NC=CC(=N1)N(C1=CC2=C(N(C(=N2)NC(C)C2=CC=CC=C2)C)C=C1)C)S(=O)(=O)N (2-Methyl-5-(4-{methyl-[1-methyl-2-(1-phenyl-ethylamino)-1H-benzoimidazol-5-yl]-amino}-pyrimidin-2-ylamino)-benzenesulfonamide hydrochloride). RXN SMILES: [Cl:1][C:2]1[N:7]=[C:6]([N:8]([CH3:28])[C:9]2[CH:27]=[CH:26][C:12]3[N:13]([CH3:25])[C:14]([NH:16][CH:17]([C:19]4[CH:24]=[CH:23][CH:22]=[CH:21][CH:20]=4)[CH3:18])=[N:15][C:11]=3[CH:10]=2)[CH:5]=[CH:4][N:3]=1.[NH2:29][C:30]1[CH:31]=[CH:32][C:33]([CH3:40])=[C:34]([S:36]([NH2:39])(=[O:38])=[O:37])[CH:35]=1>>[ClH:1].[CH3:40][C:33]1[CH:32]=[CH:31][C:30]([NH:29][C:2]2[N:7]=[C:6]([N:8]([CH3:28])[C:9]3[CH:27]=[CH:26][C:12]4[N:13]([CH3:25])[C:14]([NH:16][CH:17]([C:19]5[CH:24]=[CH:23][CH:22]=[CH:21][CH:20]=5)[CH3:18])=[N:15][C:11]=4[CH:10]=3)[CH:5]=[CH:4][N:3]=2)=[CH:35][C:34]=1[S:36]([NH2:39])(=[O:38])=[O:37] |f:2.3|. Procedure details: The title compound was prepared following the procedure of example one with N5-(2-Chloro-pyrimidin-4-yl)-1,N5-dimethyl-N2-(1-phenyl-ethyl)-1H-benzoimidazole-2,5-diamine (98 mg, 0.25 mmol) and 5-amino-2-methyl-benzenesulfonamide (46 mg, 0.25 mmol) as a white solid (90 mg, 63%). 1H NMR (300 MHz, d6-DMSO+NaHCO3) δ 9.85 (br s, 2H), 8.52 (s, 1H), 7.83 (d, J=6.3 Hz, 1H), 7.65-7.68 (dd, J=8.1 and 1.8 Hz, 1H), 7.51-7.57 (m, 3H), 7.34-7.39 (m, 2H), 7.25-7.30 (m, 4H), 7.15-7.22 (m, 2H), 5.70 (d, J=6.3 Hz,... The reactants are [BH3-]C#N, CCOc1cc(C=O)ccc1OC, CCc1cnc(NC2CCNCC2)nc1, CC(=O)O, CCO, [Na+]. Product: CCOc1cc(CN2CCC(Nc3ncc(CC)cn3)CC2)ccc1OC. RXN SMILES: [C:33]([BH3-:34])#[N:35].[CH2:16]([CH3:17])[O:18][c:19]1[cH:20][c:21]([CH:22]=[O:23])[cH:24][cH:25][c:26]1[O:27][CH3:28].[CH2:1]([CH3:2])[c:3]1[cH:4][n:5][c:6]([NH:9][CH:10]2[CH2:11][CH2:12][NH:13][CH2:14][CH2:15]2)[n:7][cH:8]1.[CH3:29][C:30](=[O:31])[OH:32].[CH3:37][CH2:38][OH:39].[Na+:36]>>[CH2:1]([CH3:2])[c:3]1[cH:4][n:5][c:6]([NH:9][CH:10]2[CH2:11][CH2:12][N:13]([CH2:22][c:21]3[cH:20][c:19]([O:18][CH2:16][CH3:17])[c:26]([O:27][CH3:28])[cH:25][cH:24]3)[CH2:14][CH2:15]2)[n:7][cH:8]1. The reactants are CN1C2=C(C=3C=C(C=CC13)C)S(NC(=C2O)C(=O)OC)(=O)=O (methyl 2,5-dihydro-5,8-dimethyl-4-hydroxy-1,2-thiazino[5,6-b]indole-3-carboxylate-1,1-dioxide), [OH-].[Na+] (sodium hydroxide), CI (methyl iodide). Run in CO (methanol). Product: OC1=C(N(S(C2=C1N(C=1C=CC(=CC21)C)C)(=O)=O)C)C(=O)OC (methyl 2,5-dihydro-4-hydroxy-2,5,8-trimethyl-1,2-thiazino [5,6-b]indole-3-carboxylate-1,1-dioxide). Isolated yield 84.6%. Reaction SMILES: [CH3:1][N:2]1[C:10]2[CH:9]=[CH:8][C:7]([CH3:11])=[CH:6][C:5]=2[C:4]2[S:12](=[O:22])(=[O:21])[NH:13][C:14]([C:17]([O:19][CH3:20])=[O:18])=[C:15]([OH:16])[C:3]1=2.[OH-].[Na+].[CH3:25]I>CO>[OH:16][C:15]1[C:3]2[N:2]([CH3:1])[C:10]3[CH:9]=[CH:8][C:7]([CH3:11])=[CH:6][C:5]=3[C:4]=2[S:12](=[O:22])(=[O:21])[N:13]([CH3:25])[C:14]=1[C:17]([O:19][CH3:20])=[O:18] |f:1.2|. Procedure details: 1.7 gm of methyl 2,5-dihydro-5,8-dimethyl-4-hydroxy-1,2-thiazino[5,6-b]indole-3-carboxylate-1,1-dioxide were reacted analogous to Example 18(f) with 5.3 ml of 1 N sodium hydroxide and 2.6 gm of methyl iodide in 20 ml of methanol to yield 1.5 gm (84% of theory) of methyl 2,5-dihydro-4-hydroxy-2,5,8-trimethyl-1,2-thiazino [5,6-b]indole-3-carboxylate-1,1-dioxide; M.p.: 144°-145° C. Solvent: CN(C)C=O (DMF). Reaction SMILES: [F:1][C:2]1[CH:3]=[C:4]([C:8]2[S:9][C:10]([NH:14][C:15](=[O:21])[O:16][C:17]([CH3:20])([CH3:19])[CH3:18])=[C:11]([I:13])[N:12]=2)[CH:5]=[N:6][CH:7]=1.[H-].[Na+].I[CH3:25]>CN(C=O)C>[F:1][C:2]1[CH:3]=[C:4]([C:8]2[S:9][C:10]([N:14]([CH3:25])[C:15](=[O:21])[O:16][C:17]([CH3:18])([CH3:20])[CH3:19])=[C:11]([I:13])[N:12]=2)[CH:5]=[N:6][CH:7]=1 |f:1.2|. Procedure details: To a solution of tert-butyl 2-(5-fluoropyridin-3-yl)-4-iodothiazol-5-ylcarbamate (1.20 g, 2.85 mmol) in DMF (5.7 mL) at 0° C. was added sodium hydride (125 mg, 3.13 mmol, 60% oil suspension) and the mixture was stirred at 0° C. for 10 min. To the yellow mixture was added iodomethane (0.49 g, 3.42 mmol) and the reaction mixture was stirred at 0° C. for 30 min. The ice-water bath was removed and the mixture was stirred for an additional 1 hour. The mixture was acidified with 0.1 N aq. HCl to neutr... Reactants: FC=1C=C(C=NC1)C=1SC(=C(N1)I)NC(OC(C)(C)C)=O (tert-butyl 2-(5-fluoropyridin-3-yl)-4-iodothiazol-5-ylcarbamate), [H-].[Na+] (sodium hydride), IC (iodomethane). Reaction conditions: temperature 0 celsius, time 10 minute. Product: FC=1C=C(C=NC1)C=1SC(=C(N1)I)N(C(OC(C)(C)C)=O)C (tert-butyl 2-(5-fluoropyridin-3-yl)-4-iodothiazol-5-yl(methyl)carbamate). Isolated yield 91.1%. Reactants: OC1=CC=C(C=C1)CC(C(=O)OCC)OCC (ethyl 3-(4-hydroxyphenyl)-2-ethoxypropionate), BrCC=C1C2=C(OCOC3=C1C=CC=C3)C=CC=C2 (12-(2-bromoethylidene)-12H-dibenzo[d,g]-1,3-dioxocine), C([O-])([O-])=O.[K+].[K+] (potassium carbonate). Run in CN(C=O)C (dimethylformamide), C1=CC=CC=C1 (benzene). Conditions: temperature 60 celsius. Product: C1=CC=CC=2OCOC3=C(C(C21)=CCOC2=CC=C(C=C2)CC(C(=O)OCC)OCC)C=CC=C3 (Ethyl 3-(4-(2-(12H-dibenzo[d,g]-1,3-dioxocine-12-ylidene)ethoxy)phenyl)-2-ethoxypropionate). As a reaction SMILES: [OH:1][C:2]1[CH:7]=[CH:6][C:5]([CH2:8][CH:9]([O:15][CH2:16][CH3:17])[C:10]([O:12][CH2:13][CH3:14])=[O:11])=[CH:4][CH:3]=1.Br[CH2:19][CH:20]=[C:21]1[C:28]2[CH:29]=[CH:30][CH:31]=[CH:32][C:27]=2[O:26][CH2:25][O:24][C:23]2[CH:33]=[CH:34][CH:35]=[CH:36][C:22]1=2.C(=O)([O-])[O-].[K+].[K+]>CN(C)C=O.C1C=CC=CC=1>[CH:29]1[C:28]2[C:21](=[CH:20][CH2:19][O:1][C:2]3[CH:3]=[CH:4][C:5]([CH2:8][CH:9]([O:15][CH2:16][CH3:17])[C:10]([O:12][CH2:13][CH3:14])=[O:11])=[CH:6][CH:7]=3)[C:22]3[CH:36]=[CH:35][CH:34]=[CH:33][C:23]=3[O:24][CH2:25][O:26][C:27]=2[CH:32]=[CH:31][CH:30]=1 |f:2.3.4|. Procedure: A mixture of ethyl 3-(4-hydroxyphenyl)-2-ethoxypropionate (0.96 g, 4.0 mmol), 12-(2-bromoethylidene)-12H-dibenzo[d,g]-1,3-dioxocine (1.07 g, 3.3 mmol) and potassium carbonate (0.45 g, 4.5 mmol) in dimethylformamide (15 ml) was heated to 60° C. for 8.5 h. The reaction mixture was diluted with benzene (50 ml), washed with water (2×20 ml), dried (MgSO4) and evaporated. The residue (1.95 g) was purified by column chromatography on silica gel (benzene and benzenelethyl acetate (9:1) eluents). The ben...